From a dataset of the Open Reaction Database (ORD), a public repository of structured organic reaction records. describe an organic reaction: reactants, conditions, products, and yield Starting materials: [OH-].[Na+] (sodium hydroxide), ClC1=C2C=CNC2=NC=C1 (4-chloro-7-azaindole), C1(=CC=C(C=C1)S(=O)(=O)Cl)C (p-toluenesulfonyl chloride), S(=O)(=O)([O-])[O-].C(CCC)[N+](CCCC)(CCCC)CCCC.C(CCC)[N+](CCCC)(CCCC)CCCC (tetrabutylammonium sulfate). The solvent is O (water), C1(=CC=CC=C1)C (toluene). Run at time 8 hour. The product is ClC1=C2C(=NC=C1)N(C=C2)S(=O)(=O)C2=CC=C(C)C=C2 (4-chloro-1-tosyl-1H-pyrrolo[2,3-b]pyridine). RXN SMILES: [Cl:1][C:2]1[CH:10]=[CH:9][N:8]=[C:7]2[C:3]=1[CH:4]=[CH:5][NH:6]2.[C:11]1([CH3:21])[CH:16]=[CH:15][C:14]([S:17](Cl)(=[O:19])=[O:18])=[CH:13][CH:12]=1.S([O-])([O-])(=O)=O.C([N+](CCCC)(CCCC)CCCC)CCC.C([N+](CCCC)(CCCC)CCCC)CCC.[OH-].[Na+]>C1(C)C=CC=CC=1.O>[Cl:1][C:2]1[CH:10]=[CH:9][N:8]=[C:7]2[N:6]([S:17]([C:14]3[CH:15]=[CH:16][C:11]([CH3:21])=[CH:12][CH:13]=3)(=[O:19])=[O:18])[CH:5]=[CH:4][C:3]=12 |f:2.3.4,5.6|. Procedure: To a suspension of 4-chloro-7-azaindole (2.32 g, 15.2 mmol) and p-toluenesulfonyl chloride (3.04 g, 15.96 mmol) in toluene (60 mL) and tetrabutylammonium sulfate (0.175 mL, 0.152 mmol, 50% solution in water) was added a solution of sodium hydroxide (0.913 g, 22.8 mmol) in water (36 mL). The biphasic mixture was stirred vigorously overnight, and was partitioned between ethyl acetate and brine. The aqueous layer was separated and extracted with ethyl acetate. The combined organics were dried over ... The reactants are C1COCCN1, CCCOc1ccc(COCCOS(C)(=O)=O)cc1-c1nc2c(CCC)nn(C)c2c(=O)[nH]1, CC#N, CS(=O)(=O)O. The product is CCCOc1ccc(COCCN2CCOCC2)cc1-c1nc2c(CCC)nn(C)c2c(=O)[nH]1. RXN SMILES: [CH2:1]1[CH2:2][O:3][CH2:4][CH2:5][NH:6]1.[CH3:12][S:13]([O:14][CH2:17][CH2:18][O:19][CH2:20][c:21]1[cH:22][cH:23][c:24]([O:41][CH2:42][CH2:43][CH3:44])[c:25](-[c:27]2[nH:28][c:29](=[O:40])[c:30]3[c:31]([n:32]2)[c:33]([CH2:37][CH2:38][CH3:39])[n:34][n:35]3[CH3:36])[cH:26]1)(=[O:15])=[O:16].[CH3:45][C:46]#[N:47].[CH3:7][S:8]([OH:9])(=[O:10])=[O:11]>>[CH2:1]1[CH2:2][O:3][CH2:4][CH2:5][N:6]1[CH2:17][CH2:18][O:19][CH2:20][c:21]1[cH:22][cH:23][c:24]([O:41][CH2:42][CH2:43][CH3:44])[c:25](-[c:27]2[nH:28][c:29](=[O:40])[c:30]3[c:31]([n:32]2)[c:33]([CH2:37][CH2:38][CH3:39])[n:34][n:35]3[CH3:36])[cH:26]1. Starting materials: C1OC=2C=C(C=CC2O1)CC(=O)OC (methyl 3,4-methylenedioxyphenylacetate), Cl[Sn](Cl)(Cl)Cl (SnCl4), FC1=CC=C(C(=O)Cl)C=C1 (4-fluorobenzoyl chloride). Solvent: C(Cl)Cl (CH2Cl2). Product: FC1=CC=C(C(=O)C2=C(C=C3C(=C2)OCO3)CC(=O)OC)C=C1 (Methyl 2-(4-Fluorobenzoyl)-4,5-methylenedioxyphenylacetate). Reaction SMILES: [CH2:1]1[O:9][C:8]2[CH:7]=[CH:6][C:5]([CH2:10][C:11]([O:13][CH3:14])=[O:12])=[CH:4][C:3]=2[O:2]1.Cl[Sn](Cl)(Cl)Cl.[F:20][C:21]1[CH:29]=[CH:28][C:24]([C:25](Cl)=[O:26])=[CH:23][CH:22]=1>C(Cl)Cl>[F:20][C:21]1[CH:29]=[CH:28][C:24]([C:25]([C:6]2[CH:7]=[C:8]3[O:9][CH2:1][O:2][C:3]3=[CH:4][C:5]=2[CH2:10][C:11]([O:13][CH3:14])=[O:12])=[O:26])=[CH:23][CH:22]=1. Procedure: The title compound was prepared from methyl 3,4-methylenedioxyphenylacetate (340 mg, 1.75 mmol) in CH2Cl2 (8 mL), SnCl4 (1.0M solution in CH2Cl2 ; 3.5 mL, 3.5 mmol) and 4-fluorobenzoyl chloride (270 μL, 2.28 mmol) as a solid (350 mg, 63%). 1H NMR (CDCl3) 7.81 (m, 2H), 7.13 (m, 2H), 6.85 (s, 1H), 6.84 (s, 1H), 6.04 (s, 2H), 3.79 (s, 2H), 3.61 (s, 3H).